Dataset: the Open Reaction Database (ORD), a public repository of structured organic reaction records. Task: describe an organic reaction: reactants, conditions, products, and yield The product is CN(CCCCCNC1=C(C=C(C2=C1C(C=C(O2)C2=CC(=C(C=C2)NC(C(C)(C)C)=O)F)=O)F)F)C (5-(5-dimethylaminopentylamino)-6,8-difluoro-2-(3-fluoro-4-pivaloylaminophenyl)-4H-1-benzopyran-4-one). Reactants: Example 130 ( 1 ), BrCCCCCNC1=C(C=C(C2=C1C(C=C(O2)C2=CC(=C(C=C2)NC(C(C)(C)C)=O)F)=O)F)F (5-(5-bromopentylamino)-6,8-difluoro-2-(3-fluoro-4-pivaloylaminophenyl)-4H-1-benzopyran-4-one), Cl.CNC (dimethylamine hydrochloride), C([O-])([O-])=O.[K+].[K+] (potassium carbonate). The yield is 74.0%. Procedure details: Substantially the same manner as that in Example 130 (1) was repeated except that 1.47 g (2.73 mmol) of the above 5-(5-bromopentylamino)-6,8-difluoro-2-(3-fluoro-4-pivaloylaminophenyl)-4H-1-benzopyran-4-one was reacted with 2.22 g (27.3 mmol) of dimethylamine hydrochloride and 3.77 g (27.3 mmol) of potassium carbonate and the resulting compound was purified by silica gel column chromatography (chloroform:methanol=9:1), to give 1.02 g. of 5-(5-dimethylaminopentylamino)-6,8-difluoro-2-(3-fluoro-4-... Reaction SMILES: Br[CH2:2][CH2:3][CH2:4][CH2:5][CH2:6][NH:7][C:8]1[C:13]2[C:14](=[O:32])[CH:15]=[C:16]([C:18]3[CH:23]=[CH:22][C:21]([NH:24][C:25](=[O:30])[C:26]([CH3:29])([CH3:28])[CH3:27])=[C:20]([F:31])[CH:19]=3)[O:17][C:12]=2[C:11]([F:33])=[CH:10][C:9]=1[F:34].Cl.[CH3:36][NH:37][CH3:38].C(=O)([O-])[O-].[K+].[K+]>>[CH3:36][N:37]([CH3:38])[CH2:2][CH2:3][CH2:4][CH2:5][CH2:6][NH:7][C:8]1[C:13]2[C:14](=[O:32])[CH:15]=[C:16]([C:18]3[CH:23]=[CH:22][C:21]([NH:24][C:25](=[O:30])[C:26]([CH3:29])([CH3:28])[CH3:27])=[C:20]([F:31])[CH:19]=3)[O:17][C:12]=2[C:11]([F:33])=[CH:10][C:9]=1[F:34] |f:1.2,3.4.5|. Starting materials: [Br-], O=C([O-])O, CC[Mg+], C1CCOC1, CC(C)(C)OC(=O)N1CCC2(CCC(O[Si](C)(C)C(C)(C)C)C2C=O)CC1, [Na+]. Yields the product CCC(O)C1C(O[Si](C)(C)C(C)(C)C)CCC12CCN(C(=O)OC(C)(C)C)CC2. As a reaction SMILES: [Br-:28].[C:32](=[O:33])([OH:34])[O-:35].[CH2:29]([CH3:30])[Mg+:31].[CH2:37]1[O:38][CH2:39][CH2:40][CH2:41]1.[CH:1](=[O:2])[CH:3]1[CH:4]([O:20][Si:21]([CH3:22])([CH3:23])[C:24]([CH3:25])([CH3:26])[CH3:27])[CH2:5][CH2:6][C:7]12[CH2:8][CH2:9][N:10]([C:13](=[O:14])[O:15][C:16]([CH3:17])([CH3:18])[CH3:19])[CH2:11][CH2:12]2.[Na+:36]>>[CH:1]([OH:2])([CH:3]1[CH:4]([O:20][Si:21]([CH3:22])([CH3:23])[C:24]([CH3:25])([CH3:26])[CH3:27])[CH2:5][CH2:6][C:7]12[CH2:8][CH2:9][N:10]([C:13](=[O:14])[O:15][C:16]([CH3:17])([CH3:18])[CH3:19])[CH2:11][CH2:12]2)[CH2:29][CH3:30]. Reactants: NC1=CC(NC(N1C)=O)=O (6-amino-1-methyluracil), ClCCCC[C@@H](C)OC ((R)-1-chloro-5-methoxyhexane), CS(=O)C (dimethylsulfoxide), [H-].[Na+] (sodium hydride). The solvent is O (water). Run at temperature 90 celsius. The product is NC1=CC(N(C(N1)=O)CCCC[C@@H](C)OC)=O ((R)-6-amino-3-(5-methoxyhexyl)uracil). Isolated yield 63.0%. RXN SMILES: [NH2:1][C:2]1[N:7](C)[C:6](=[O:9])[NH:5][C:4](=[O:10])[CH:3]=1.Cl[CH2:12][CH2:13][CH2:14][CH2:15][C@H:16]([O:18][CH3:19])[CH3:17].CS(C)=O.[H-].[Na+]>O>[NH2:1][C:2]1[NH:7][C:6](=[O:9])[N:5]([CH2:12][CH2:13][CH2:14][CH2:15][C@H:16]([O:18][CH3:19])[CH3:17])[C:4](=[O:10])[CH:3]=1 |f:3.4|. Reported procedure: A mixture of 6-amino-1-methyluracil (141 mg, 1.0 mmol), (R)-1-chloro-5-methoxyhexane (150 mg, 1.0 mmol), dimethylsulfoxide (2 ml) and sodium hydride (30 mg, 1.2 mmol) was heated to 90° C. for 18 hours. After cooling to room temperature, the mixture was treated with water (7 ml) and extracted with ethyl acetate. The extract was dried over sodium sulfate and concentrated under reduced pressure. The residue was purified by column chromatography on silica gel eluting with ethyl acetate followed by 5... The reactants are ClC(C(=O)NC1=C(C=CC=C1F)C(CC(=O)NC=1SC=CN1)=O)C (2-[(2-chloro-1-oxo-propyl)amino]-β-oxo-N-(2-thiazolyl)-3-fluoro-benzene propanamide), O1CCCC1 (tetrahydrofuran). The reagents and catalysts are CN(C1=CC=NC=C1)C (4-dimethylamino-pyridine). The product is C(C)C1OC(C=2C1=NC=1C(=CC=CC1C2O)F)=NC=2SC=CN2 (1,3-dihydro-3-ethyl-1-[(2-thiazolyl)-imino]-5-fluoro-furo[3,4-b]quinoline-9-ol). As a reaction SMILES: Cl[CH:2]([CH3:24])[C:3]([NH:5][C:6]1[C:11]([F:12])=[CH:10][CH:9]=[CH:8][C:7]=1[C:13](=[O:23])[CH2:14][C:15]([NH:17][C:18]1[S:19][CH:20]=[CH:21][N:22]=1)=[O:16])=O.O1CCC[CH2:26]1>CN(C)C1C=CN=CC=1>[CH2:24]([CH:2]1[C:3]2=[N:5][C:6]3[C:11]([F:12])=[CH:10][CH:9]=[CH:8][C:7]=3[C:13]([OH:23])=[C:14]2[C:15](=[N:17][C:18]2[S:19][CH:20]=[CH:21][N:22]=2)[O:16]1)[CH3:26]. Procedure: Using the procedure of Step B of Example 6, 8.5 g of the product of Step E in 85 ml of tetrahydrofuran and 3.37 g of 4-dimethylamino-pyridine were reacted to obtain 6.5 g of 1,3-dihydro-3-ethyl-1-[(2-thiazolyl)-imino]-5-fluoro-furo[3,4-b]quinoline-9-ol melting towards 210° C. The yield is 92.8%. Conditions: temperature 75 celsius. Solvent: C(C)O (ethanol), C(C)#N (acetonitrile). Procedure: To a 25 mL pear flask were added 2-amino-4-(((S)-1-(6-(3-(1,3-dioxoisoindolin-2-yl)pyrrolidin-1-yl)-1-methyl-1H-pyrrolo[3,2-b]pyridin-5-yl)ethyl)amino)-6-methylpyrimidine-5-carbonitrile (peak 2 of PREPARATION 13, 10 mg, 0.019 mmol) and hydrazine monohydrate (0.019 mL, 0.38 mmol) in ethanol (2 mL). The mixture was heated to 75° C. for 3 hours, then diluted with acetonitrile, and directly purified by preparative HPLC (basic mode, 20-45% ACN/water gradient). The product-containing fractions were co... Yields the product NC1=NC(=C(C(=N1)N[C@@H](C)C1=C(C=C2C(=N1)C=CN2C)N2C[C@H](CC2)N)C#N)C (2-Amino-4-((S)-1-(6-((S)-3-aminopyrrolidin-1-yl)-1-methyl-1H-pyrrolo[3,2-b]pyridin-5-yl)ethylamino)-6-methylpyrimidine-5-carbonitrile). RXN SMILES: [NH2:1][C:2]1[N:7]=[C:6]([NH:8][C@H:9]([C:11]2[N:16]=[C:15]3[CH:17]=[CH:18][N:19]([CH3:20])[C:14]3=[CH:13][C:12]=2[N:21]2[CH2:25][CH2:24][CH:23]([N:26]3C(=O)C4C(=CC=CC=4)C3=O)[CH2:22]2)[CH3:10])[C:5]([C:37]#[N:38])=[C:4]([CH3:39])[N:3]=1.O.NN>C(O)C.C(#N)C>[NH2:1][C:2]1[N:7]=[C:6]([NH:8][C@H:9]([C:11]2[N:16]=[C:15]3[CH:17]=[CH:18][N:19]([CH3:20])[C:14]3=[CH:13][C:12]=2[N:21]2[CH2:25][CH2:24][C@H:23]([NH2:26])[CH2:22]2)[CH3:10])[C:5]([C:37]#[N:38])=[C:4]([CH3:39])[N:3]=1 |f:1.2|. Reactants: NC1=NC(=C(C(=N1)N[C@@H](C)C1=C(C=C2C(=N1)C=CN2C)N2CC(CC2)N2C(C1=CC=CC=C1C2=O)=O)C#N)C (2-amino-4-(((S)-1-(6-(3-(1,3-dioxoisoindolin-2-yl)pyrrolidin-1-yl)-1-methyl-1H-pyrrolo[3,2-b]pyridin-5-yl)ethyl)amino)-6-methylpyrimidine-5-carbonitrile), O.NN (hydrazine monohydrate). Starting materials: O=C(O)c1ccc(CBr)cc1, C[Si](C)(C)C=[N+]=[N-], CCCCCC, CO, Cc1ccccc1, CCOC(C)=O, N#N. The product is COC(=O)c1ccc(CBr)cc1. RXN SMILES: [Br:1][CH2:2][c:3]1[cH:4][cH:5][c:6]([C:7](=[O:8])[OH:9])[cH:10][cH:11]1.[CH3:12][Si:13]([CH:14]=[N+:15]=[N-:16])([CH3:17])[CH3:18].[CH3:21][CH2:22][CH2:23][CH2:24][CH2:25][CH3:26].[CH3:27][OH:28].[CH3:29][c:30]1[cH:31][cH:32][cH:33][cH:34][cH:35]1.[CH3:36][CH2:37][O:38][C:39](=[O:40])[CH3:41].[N:19]#[N:20]>>[Br:1][CH2:2][c:3]1[cH:4][cH:5][c:6]([C:7](=[O:8])[O:9][CH3:12])[cH:10][cH:11]1.